This data is from the Open Reaction Database (ORD), a public repository of structured organic reaction records. The task is: describe an organic reaction: reactants, conditions, products, and yield The reactants are ClC=1N=CC2=C(N(CC(C(N2C)=O)(F)F)C2CCCC2)N1 (2-chloro-9-cyclopentyl-7,7-difluoro-5-methyl-5,7,8,9-tetrahydro-pyrimido[4,5-b][1,4]diazepin-6-one), NC1=C(C=C(C(=O)O)C=C1)CC (4-amino-3-ethylbenzoic acid), Cl (hydrochloric acid). The solvent is C(C)O (ethanol). Yields the product C1(CCCC1)N1C2=C(N(C(C(C1)(F)F)=O)C)C=NC(=N2)NC2=C(C=C(C(=O)O)C=C2)CC (4-(9-cyclopentyl-7,7-difluoro-5-methyl-6-oxo-6,7,8,9-tetrahydro-5H-pyrimido[4,5-b][1,4]diazepin-2-ylamino)-3-ethyl-benzoic acid). Isolated yield 22.1%. As a reaction SMILES: Cl[C:2]1[N:3]=[CH:4][C:5]2[N:11]([CH3:12])[C:10](=[O:13])[C:9]([F:15])([F:14])[CH2:8][N:7]([CH:16]3[CH2:20][CH2:19][CH2:18][CH2:17]3)[C:6]=2[N:21]=1.[NH2:22][C:23]1[CH:31]=[CH:30][C:26]([C:27]([OH:29])=[O:28])=[CH:25][C:24]=1[CH2:32][CH3:33].Cl>C(O)C>[CH:16]1([N:7]2[CH2:8][C:9]([F:15])([F:14])[C:10](=[O:13])[N:11]([CH3:12])[C:5]3[CH:4]=[N:3][C:2]([NH:22][C:23]4[CH:31]=[CH:30][C:26]([C:27]([OH:29])=[O:28])=[CH:25][C:24]=4[CH2:32][CH3:33])=[N:21][C:6]2=3)[CH2:20][CH2:19][CH2:18][CH2:17]1. Procedure: A mixture of 1.1 g (3.481 mmole) of 2-chloro-9-cyclopentyl-7,7-difluoro-5-methyl-5,7,8,9-tetrahydro-pyrimido[4,5-b][1,4]diazepin-6-one (VII-20), 0.746 g (4.525 mmole) of 4-amino-3-ethylbenzoic acid, 10 mL of ethanol and 40 mL of 1M hydrochloric acid was heated at reflux for 18 hours. The mixture was cooled and the white precipitate was collected by filtratration, washed with cold water and dried in vacuum to give 0.3421 g of 4-(9-cyclopentyl-7,7-difluoro-5-methyl-6-oxo-6,7,8,9-tetrahydro-5H-pyri... Reactants: FC=1C=C(C=C(C1)F)NC1=C(C=CC(=C1)F)[N+](=O)[O-] ((3,5-difluorophenyl)-(5-fluoro-2-nitrophenyl)amine). The reagents and catalysts are [Pd] (palladium on carbon). The solvent is CCOC(=O)C (EtOAc), CCOC(=O)C (EtOAc). Run at time 4 hour. Product: FC=1C=C(C=C(C1)F)NC=1C(=CC=C(C1)F)N (N2-(3,5-Difluorophenyl)-4-fluorobenzene-1,2-diamine). RXN SMILES: [F:1][C:2]1[CH:3]=[C:4]([NH:9][C:10]2[CH:15]=[C:14]([F:16])[CH:13]=[CH:12][C:11]=2[N+:17]([O-])=O)[CH:5]=[C:6]([F:8])[CH:7]=1>CCOC(C)=O.[Pd]>[F:1][C:2]1[CH:3]=[C:4]([NH:9][C:10]2[C:11]([NH2:17])=[CH:12][CH:13]=[C:14]([F:16])[CH:15]=2)[CH:5]=[C:6]([F:8])[CH:7]=1. Reported procedure: A solution of (3,5-difluorophenyl)-(5-fluoro-2-nitrophenyl)amine (2.0 g, 7.5 mmol) in EtOAc (65 mL) was added to a slurry of palladium on carbon (10% by wt, 200 mg) in EtOAc (10 mL) under nitrogen. The reaction mixture was stirred at RT under an atmosphere of hydrogen for 4 h. The mixture was filtered through Celite® and the filtrate concentrated in vacuo. The resulting residue was purified by column chromatography (Si—PPC, gradient 0-30% EtOAc/cyclohexane) to afford the title compound as a whit... The reactants are COC(=O)c1cccc(OC)c1, Cc1ccncc1, C[Si](C)(C)[N-][Si](C)(C)C, [Cl-], [NH4+], [Na+], C1CCOC1. The product is COc1cccc(C(=O)Cc2ccncc2)c1. RXN SMILES: [CH3:18][O:19][c:20]1[cH:21][c:22]([C:23](=[O:24])[O:25][CH3:26])[cH:27][cH:28][cH:29]1.[CH3:1][c:2]1[cH:3][cH:4][n:5][cH:6][cH:7]1.[CH3:8][Si:9]([CH3:10])([CH3:11])[N-:12][Si:13]([CH3:14])([CH3:15])[CH3:16].[Cl-:30].[NH4+:31].[Na+:17].[O:32]1[CH2:33][CH2:34][CH2:35][CH2:36]1>>[CH2:1]([c:2]1[cH:3][cH:4][n:5][cH:6][cH:7]1)[C:23]([c:22]1[cH:21][c:20]([O:19][CH3:18])[cH:29][cH:28][cH:27]1)=[O:24]. Starting materials: ice water, C1(CCCCC1)C(=O)Cl (cyclohexanecarbonyl chloride), [Al+3].[Cl-].[Cl-].[Cl-] (AlCl3), C1=CC=CC=C1 (benzene). Solvent: C(Cl)Cl (CH2Cl2), C(Cl)Cl (CH2Cl2). Run at temperature 2 celsius, time 12 hour. Product: C1(CCCCC1)C(=O)C1=CC=CC=C1 (Cyclohexylphenyl Ketone). As a reaction SMILES: [CH:1]1([C:7](Cl)=[O:8])[CH2:6][CH2:5][CH2:4][CH2:3][CH2:2]1.[Al+3].[Cl-].[Cl-].[Cl-].[CH:14]1[CH:19]=[CH:18][CH:17]=[CH:16][CH:15]=1>C(Cl)Cl>[CH:1]1([C:7]([C:14]2[CH:19]=[CH:18][CH:17]=[CH:16][CH:15]=2)=[O:8])[CH2:6][CH2:5][CH2:4][CH2:3][CH2:2]1 |f:1.2.3.4|. Procedure details: A solution of cyclohexanecarbonyl chloride (9.1 ml) in CH2Cl2 (25 ml) was added slowly under nitrogen atmosphere at 0-4° C. to a stirred mixture of AlCl3 (9.1 g), CH2Cl2 (25 ml) and benzene (50 ml). The resulting mixture was stirred for 1 hour at 0-4° C. and 12 hours at the room temperature. The mixture was poured into ice-water (200 ml, contains 1 ml of concentrated HCl) and stirred for 5 minutes. The phases were separated and the aqueous phase was washed with CH2CO2 (2×20 ml). The organic phas... Starting materials: CC(C)(C)OC(NC(C(CC)C)C(=O)NCC1=NC2=C(N1)C=CC=C2)=O ([1-[[(1H-Benzimidazol-2-ylmethyl)amino]carbonyl]-2-methylbutyl]carbamic acid 1,1-dimethylethyl ester), FC(C(=O)O)(F)F (trifluoroacetic acid), FC(C(=O)O)(F)F (TFA), desired intermediate. Solvent: C(Cl)Cl (methylene chloride). The product is FC(C(=O)O)(F)F.FC(C(=O)O)(F)F.FC(C(=O)O)(F)F.NC(C(=O)NCC1=NC2=C(N1)C=CC=C2)C(CC)C (2-Amino-N-(1H-benzimidazol-2-ylmethyl)-3-methylpentanamide tris(trifluoroacetate)). As a reaction SMILES: CC(OC(=O)[NH:7][CH:8]([C:13]([NH:15][CH2:16][C:17]1[NH:21][C:20]2[CH:22]=[CH:23][CH:24]=[CH:25][C:19]=2[N:18]=1)=[O:14])[CH:9]([CH3:12])[CH2:10][CH3:11])(C)C.[F:27][C:28]([F:33])([F:32])[C:29]([OH:31])=[O:30]>C(Cl)Cl>[F:27][C:28]([F:33])([F:32])[C:29]([OH:31])=[O:30].[F:27][C:28]([F:33])([F:32])[C:29]([OH:31])=[O:30].[F:27][C:28]([F:33])([F:32])[C:29]([OH:31])=[O:30].[NH2:7][CH:8]([CH:9]([CH3:12])[CH2:10][CH3:11])[C:13]([NH:15][CH2:16][C:17]1[NH:18][C:19]2[CH:25]=[CH:24][CH:23]=[CH:22][C:20]=2[N:21]=1)=[O:14] |f:3.4.5.6|. Procedure details: The title compound is prepared by the procedure of Example 2 using 0.588 g of product from Example 11 in 6 ml of methylene chloride and 1.3 g of trifluoroacetic acid (TFA). The resulting desired intermediate is used as is in the next reaction. The 1HNMR indicates the correct product with associated TFA molecules. The product is CNC1=NN(C2=C1C=NC(=C2)NC(=O)NC(C2OCCC2)C2=CC=CC=C2)C(C2=CC=CC=C2)(C2=CC=CC=C2)C2=CC=CC=C2 (1-(3-(methylamino)-1-trityl-1H-pyrazolo[4,3-c]pyridin-6-yl)-3-(phenyl(tetrahydrofuran-2-yl)methyl)urea). Run at temperature 100 celsius, time 2 hour. RXN SMILES: Cl[C:2]1[N:7]=[CH:6][C:5]2[C:8]([NH:30][CH3:31])=[N:9][N:10]([C:11]([C:24]3[CH:29]=[CH:28][CH:27]=[CH:26][CH:25]=3)([C:18]3[CH:23]=[CH:22][CH:21]=[CH:20][CH:19]=3)[C:12]3[CH:17]=[CH:16][CH:15]=[CH:14][CH:13]=3)[C:4]=2[CH:3]=1.[C:32]1([CH:38]([CH:43]2[CH2:47][CH2:46][CH2:45][O:44]2)[NH:39][C:40]([NH2:42])=[O:41])[CH:37]=[CH:36][CH:35]=[CH:34][CH:33]=1.C(=O)([O-])[O-].[Cs+].[Cs+]>CC(C1C=C(C(C)C)C(C2C(P(C3CCCCC3)C3CCCCC3)=C(OC)C=CC=2OC)=C(C(C)C)C=1)C.C1C=[C-]C(CCN)=CC=1.Cl[Pd+].O1CCOCC1.CCOC(C)=O>[CH3:31][NH:30][C:8]1[C:5]2[CH:6]=[N:7][C:2]([NH:42][C:40]([NH:39][CH:38]([C:32]3[CH:37]=[CH:36][CH:35]=[CH:34][CH:33]=3)[CH:43]3[CH2:47][CH2:46][CH2:45][O:44]3)=[O:41])=[CH:3][C:4]=2[N:10]([C:11]([C:18]2[CH:23]=[CH:22][CH:21]=[CH:20][CH:19]=2)([C:12]2[CH:13]=[CH:14][CH:15]=[CH:16][CH:17]=2)[C:24]2[CH:29]=[CH:28][CH:27]=[CH:26][CH:25]=2)[N:9]=1 |f:2.3.4,5.6.7|. Starting materials: ClC1=CC2=C(C=N1)C(=NN2C(C2=CC=CC=C2)(C2=CC=CC=C2)C2=CC=CC=C2)NC (6-chloro-N-methyl-1-trityl-1H-pyrazolo[4,3-c]pyridin-3-amine), C1(=CC=CC=C1)C(NC(=O)N)C1OCCC1 (1-(phenyl(tetrahydrofuran-2-yl)methyl)urea), C([O-])([O-])=O.[Cs+].[Cs+] (cesium carbonate). Solvent: O1CCOCC1 (dioxane), CCOC(=O)C (EtOAc). Reagents/catalysts: CC(C)C1=CC(=C(C(=C1)C(C)C)C2=C(C=CC(=C2P(C3CCCCC3)C4CCCCC4)OC)OC)C(C)C.C1=CC=C([C-]=C1)CCN.Cl[Pd+] (BrettPhos precatalyst). Reported procedure: 6-chloro-N-methyl-1-trityl-1H-pyrazolo[4,3-c]pyridin-3-amine (400 mg, 0.941 mmol), 1-(phenyl(tetrahydrofuran-2-yl)methyl)urea (228 mg, 1.035 mmol), cesium carbonate (920 mg, 2.82 mmol) and BrettPhos precatalyst (52.6 mg, 0.066 mmol) were taken up in dioxane (9.5 ml) in a 20 mL microwave vial. The vial was evacuated and back-filled with N2 (×3). The reaction mixture was stirred at 100° C. for two hours. Room temperature was attained. The crude reaction mixture was diluted with EtOAc and filtered ... Starting materials: C(C=C)NC(NC1=C(C#N)C=CC=C1)=O (2-(3-allylureido)benzonitrile), O (water). Run in C(C)O (ethanol), O.N (ammonia water). Reaction conditions: time 15 minute. Yields the product N=C1N(C(NC2=CC=CC=C12)=O)CC=C (3,4-dihydro-4-imino-3-allyl-2(1H)-quinazolinone). Isolated yield 83.5%. As a reaction SMILES: [CH2:1]([NH:4][C:5](=[O:15])[NH:6][C:7]1[CH:14]=[CH:13][CH:12]=[CH:11][C:8]=1[C:9]#[N:10])[CH:2]=[CH2:3].O>C(O)C.O.N>[NH:10]=[C:9]1[C:8]2[C:7](=[CH:14][CH:13]=[CH:12][CH:11]=2)[NH:6][C:5](=[O:15])[N:4]1[CH2:1][CH:2]=[CH2:3] |f:3.4|. Reported procedure: A mixture of 2-(3-allylureido)benzonitrile (10.0 g, 50 mmol) in ethanol (70 mL) and 28% of ammonia water (50 mL) was heated on a steam bath with occasional stirring for 15 minutes. The mixture was then cooled to room temperature and to the mixture was added water (100 mL). The solid was collected by filtration and was recrystallized from methanol with a few drops of ammonia water to give 8.4 g (84%) of 3,4-dihydro-4-imino-3-allyl-2(1H)-quinazolinone, mp 223°-224° C. IR (KBr): 3284, 3203, 3147, 1... Reactants: COc1ccc2[nH]c(C(=O)O)cc2c1Br, O=[Cr]([O-])[O-], [Cu+2], c1ccc2ncccc2c1. Yields the product COc1ccc2[nH]ccc2c1Br. As a reaction SMILES: [Br:1][c:2]1[c:3]2[cH:4][c:5]([C:13]([OH:14])=[O:15])[nH:6][c:7]2[cH:8][cH:9][c:10]1[O:11][CH3:12].[Cr:26]([O-:27])([O-:28])=[O:29].[Cu+2:30].[cH:16]1[cH:17][c:18]2[c:19]([n:20][cH:21][cH:22][cH:23]2)[cH:24][cH:25]1>>[Br:1][c:2]1[c:3]2[cH:4][cH:5][nH:6][c:7]2[cH:8][cH:9][c:10]1[O:11][CH3:12]. The reactants are CC(=CCC/C(=C/CC/C(=C/CC/C(=C/CC/C(=C/CC/C(=C/CC/C(=C/CC/C(=C/CC/C(=C/CC/C(=C/CC/C(=C/CO)/C)/C)/C)/C)/C)/C)/C)/C)/C)/C)C (undecaprenol), C(C1=CC=CC=C1)(=O)Cl (benzoyl chloride). Run in N1=CC=CC=C1 (pyridine), CCCCCC (n-hexane), N1=CC=CC=C1 (pyridine). Reaction conditions: time 1 hour. The product is C(C1=CC=CC=C1)(=O)OCC=C(CCC=C(CCC=C(CCC=C(CCC=C(CCC=C(CCC=C(CCC=C(CCCC(=CCC=C(CCC=C(C)C)C)C)C)C)C)C)C)C)C)C (3,7,11,15,19,23,27,31,35,39,43-Undecamethyl-2,6,10,14,18,22,26,30,35,38,42-tetratetracontaundecaenyl benzoate). Reaction SMILES: [CH3:1][C:2]([CH3:56])=[CH:3][CH2:4][CH2:5]/[C:6](/[CH3:55])=[CH:7]/[CH2:8][CH2:9]/[C:10](/[CH3:54])=[CH:11]/[CH2:12][CH2:13]/[C:14](/[CH3:53])=[CH:15]/[CH2:16][CH2:17]/[C:18](/[CH3:52])=[CH:19]/[CH2:20][CH2:21]/[C:22](/[CH3:51])=[CH:23]/[CH2:24][CH2:25]/[C:26](/[CH3:50])=[CH:27]/[CH2:28][CH2:29]/[C:30](/[CH3:49])=[CH:31]/[CH2:32][CH2:33]/[C:34](/[CH3:48])=[CH:35]/[CH2:36][CH2:37]/[C:38](/[CH3:47])=[CH:39]/[CH2:40][CH2:41]/[C:42](/[CH3:46])=[CH:43]/[CH2:44][OH:45].[C:57](Cl)(=[O:64])[C:58]1[CH:63]=[CH:62][CH:61]=[CH:60][CH:59]=1>N1C=CC=CC=1.CCCCCC>[C:57]([O:45][CH2:44][CH:43]=[C:42]([CH3:46])[CH2:41][CH2:40][CH:39]=[C:38]([CH3:47])[CH2:37][CH2:36][CH:35]=[C:34]([CH3:48])[CH2:33][CH2:32][CH:31]=[C:30]([CH3:49])[CH2:29][CH2:28][CH:27]=[C:26]([CH3:50])[CH2:25][CH2:24][CH:23]=[C:22]([CH3:51])[CH2:21][CH2:20][CH:19]=[C:18]([CH3:52])[CH2:17][CH2:16][CH:15]=[C:14]([CH3:53])[CH2:13][CH2:12][CH2:11][C:10]([CH3:54])=[CH:9][CH2:8][CH:7]=[C:6]([CH3:55])[CH2:5][CH2:4][CH:3]=[C:2]([CH3:56])[CH3:1])(=[O:64])[C:58]1[CH:63]=[CH:62][CH:61]=[CH:60][CH:59]=1. Reported procedure: 3.5 Grams of undecaprenol were dissolved in 30 ml of pyridine and the solution was added with a solution of 1.3 g of benzoyl chloride in pyridine dropwise over 30 minutes. After completion of the addition, the mixture was stirred at room temperature for one hour to complete the reaction. The reaction product was diluted with n-hexane, washed with water and concentrated. The concentrate was purified by chromatography with 50 g of silica gel in n-hexane/benzene solvent mixture as elution solvent t...